Dataset: the Open Reaction Database (ORD), a public repository of structured organic reaction records. Task: describe an organic reaction: reactants, conditions, products, and yield The reactants are O=S(=O)(Cl)c1c(Cl)cc(Cl)cc1Cl, NC(CC(=O)O)c1ccccc1, [Na+], C1COCCO1, [OH-], O. Yields the product O=C(O)CC(NS(=O)(=O)c1c(Cl)cc(Cl)cc1Cl)c1ccccc1. RXN SMILES: [Cl:15][c:16]1[c:17]([S:24](=[O:25])(=[O:26])[Cl:27])[c:18]([Cl:23])[cH:19][c:20]([Cl:22])[cH:21]1.[NH2:1][CH:2]([CH2:3][C:4](=[O:5])[OH:6])[c:7]1[cH:8][cH:9][cH:10][cH:11][cH:12]1.[Na+:14].[O:28]1[CH2:29][CH2:30][O:31][CH2:32][CH2:33]1.[OH-:13].[OH2:34]>>[NH:1]([CH:2]([CH2:3][C:4](=[O:5])[OH:6])[c:7]1[cH:8][cH:9][cH:10][cH:11][cH:12]1)[S:24]([c:17]1[c:16]([Cl:15])[cH:21][c:20]([Cl:22])[cH:19][c:18]1[Cl:23])(=[O:25])=[O:26]. Starting materials: C(C)OC(=O)C1CCN(CC1)C1=CC=C(C=C1)NC(=O)C=1N=C(OC1C(F)(F)F)C1=CC=CC=C1 (1-{4-[(2-phenyl-5-trifluoromethyl-oxazole-4-carbonyl)-amino]-phenyl}-piperidine-4-carboxylic acid ethyl ester), [OH-].[Na+] (NaOH). The solvent is CO (MeOH). Run at time 8 hour. Yields the product C1(=CC=CC=C1)C=1OC(=C(N1)C(=O)NC1=CC=C(C=C1)N1CCC(CC1)C(=O)O)C(F)(F)F (1-{4-[(2-phenyl-5-trifluoromethyl-oxazole-4-carbonyl)-amino]-phenyl}-piperidine-4-carboxylic acid). Isolated yield 77.6%. Reaction SMILES: C([O:3][C:4]([CH:6]1[CH2:11][CH2:10][N:9]([C:12]2[CH:17]=[CH:16][C:15]([NH:18][C:19]([C:21]3[N:22]=[C:23]([C:30]4[CH:35]=[CH:34][CH:33]=[CH:32][CH:31]=4)[O:24][C:25]=3[C:26]([F:29])([F:28])[F:27])=[O:20])=[CH:14][CH:13]=2)[CH2:8][CH2:7]1)=[O:5])C.[OH-].[Na+]>CO>[C:30]1([C:23]2[O:24][C:25]([C:26]([F:27])([F:28])[F:29])=[C:21]([C:19]([NH:18][C:15]3[CH:14]=[CH:13][C:12]([N:9]4[CH2:8][CH2:7][CH:6]([C:4]([OH:5])=[O:3])[CH2:11][CH2:10]4)=[CH:17][CH:16]=3)=[O:20])[N:22]=2)[CH:35]=[CH:34][CH:33]=[CH:32][CH:31]=1 |f:1.2|. Reported procedure: A solution of 1-{4-[(2-phenyl-5-trifluoromethyl-oxazole-4-carbonyl)-amino]-phenyl}-piperidine-4-carboxylic acid ethyl ester (1.1 g, 2.3 mmol) in 20 mL of MeOH was treated with 2.8 mL (5.6 mmol) of 2 N NaOH, and the reaction mixture was stirred at room temperature overnight. The resulting mixture was then concentrated to remove most of the MeOH solvent. The residue was then neutralized with concentrated HCl. A white precipitate formed. The product was then collected by filtration, washed with wat... The reactants are CC(=O)O, Cc1ccccc1, O=C(O)Cc1cccc(OCCCN(Cc2cccc(C(F)(F)F)c2Cl)CC(O)c2ccccc2)c1, c1ccc(P(c2ccccc2)c2ccccc2)cc1. Yields the product CC(=O)OC(CN(CCCOc1cccc(CC(=O)O)c1)Cc1cccc(C(F)(F)F)c1Cl)c1ccccc1. As a reaction SMILES: [CH3:37][C:38]([OH:39])=[O:40].[CH3:60][c:61]1[cH:62][cH:63][cH:64][cH:65][cH:66]1.[Cl:1][c:2]1[c:3]([CH2:4][N:5]([CH2:6][CH2:7][CH2:8][O:9][c:10]2[cH:11][c:12]([CH2:16][C:17](=[O:18])[OH:19])[cH:13][cH:14][cH:15]2)[CH2:20][CH:21]([c:22]2[cH:23][cH:24][cH:25][cH:26][cH:27]2)[OH:28])[cH:29][cH:30][cH:31][c:32]1[C:33]([F:34])([F:35])[F:36].[c:41]1([P:42]([c:43]2[cH:44][cH:45][cH:46][cH:47][cH:48]2)[c:49]2[cH:50][cH:51][cH:52][cH:53][cH:54]2)[cH:55][cH:56][cH:57][cH:58][cH:59]1>>[Cl:1][c:2]1[c:3]([CH2:4][N:5]([CH2:6][CH2:7][CH2:8][O:9][c:10]2[cH:11][c:12]([CH2:16][C:17](=[O:18])[OH:19])[cH:13][cH:14][cH:15]2)[CH2:20][CH:21]([c:22]2[cH:23][cH:24][cH:25][cH:26][cH:27]2)[O:28][C:38]([CH3:37])=[O:39])[cH:29][cH:30][cH:31][c:32]1[C:33]([F:34])([F:35])[F:36]. The reactants are [H-].[Na+] (sodium hydride), 20.63, C(C)(C)(C)C1=C(C(=CC=C1)C(C)(C)C)O (2,6-di-tert-butyl-phenol), C(CCC)N1C(C=CC1=O)=O (N-n-butylmaleimide). Run in CS(=O)C (dimethyl sulfoxide). The product is C(C)(C)(C)C=1C=C(C=C(C1O)C(C)(C)C)C1C(N(C(C1C1C(N(C(C1)=O)CCCC)=O)=O)CCCC)=O (3-(3,5-di-tert-butyl-4-hydroxyphenyl)-4-(1-n-butyl-2, 5-dioxopyrrolidin-3-yl)-1-n-butylpyrrolidine-2,5-dione). Yield: 4.0%. Reaction SMILES: [H-].[Na+].[C:3]([C:7]1[CH:12]=[CH:11][CH:10]=[C:9]([C:13]([CH3:16])([CH3:15])[CH3:14])[C:8]=1[OH:17])([CH3:6])([CH3:5])[CH3:4].[CH2:18]([N:22]1[C:26](=[O:27])[CH:25]=[CH:24][C:23]1=[O:28])[CH2:19][CH2:20][CH3:21]>CS(C)=O>[C:13]([C:9]1[CH:10]=[C:11]([CH:24]2[CH:25]([CH:25]3[CH2:24][C:23](=[O:28])[N:22]([CH2:18][CH2:19][CH2:20][CH3:21])[C:26]3=[O:27])[C:26](=[O:27])[N:22]([CH2:18][CH2:19][CH2:20][CH3:21])[C:23]2=[O:28])[CH:12]=[C:7]([C:3]([CH3:6])([CH3:5])[CH3:4])[C:8]=1[OH:17])([CH3:16])([CH3:15])[CH3:14] |f:0.1|. Procedure: This compound is prepared by the procedure of Example 1 from 2.40 g (0.1 mol) of sodium hydride, 20.63 (0.1 mol) of 2,6-di-tert-butyl-phenol and 15.31 g (0.1 mol) of N-n-butylmaleimide in dimethyl sulfoxide. The residue is extracted with a 1:1 mixture of hot heptane containing 10 ml of toluene. The heptane extract is concentrated to 150 ml and the resultant solid collected by filtration. The crude product is recrystallized from cyclohexane to give 1.03 g (4%) of a white solid: mp 151°-153° C.